From a dataset of the Open Reaction Database (ORD), a public repository of structured organic reaction records. describe an organic reaction: reactants, conditions, products, and yield Starting materials: C1(CC1)N1C(=NC(=C1C)C#C)C (1-cyclopropyl-4-ethynyl-2,5-dimethyl-1H-imidazole), ClC1=NC=CC(=C1)I (2-chloro-4-iodo-pyridine). Yields the product ClC1=NC=CC(=C1)C#CC=1N=C(N(C1C)C1CC1)C (2-Chloro-4-(1-cyclopropyl-2,5-dimethyl-1H-imidazol-4-ylethynyl)-pyridine). As a reaction SMILES: [CH:1]1([N:4]2[C:8]([CH3:9])=[C:7]([C:10]#[CH:11])[N:6]=[C:5]2[CH3:12])[CH2:3][CH2:2]1.[Cl:13][C:14]1[CH:19]=[C:18](I)[CH:17]=[CH:16][N:15]=1>>[Cl:13][C:14]1[CH:19]=[C:18]([C:11]#[C:10][C:7]2[N:6]=[C:5]([CH3:12])[N:4]([CH:1]3[CH2:3][CH2:2]3)[C:8]=2[CH3:9])[CH:17]=[CH:16][N:15]=1. Reported procedure: The title compound, MS: m/e=272.0 (M+H+), was prepared in accordance with the general method of example A, step 1 from 1-cyclopropyl-4-ethynyl-2,5-dimethyl-1H-imidazole and 2-chloro-4-iodo-pyridine. Reactants: C(C)(C)(C)OC(=O)N1C(CCC1)C=1NC(=CN1)C1=CC=2C(C3=CC(=CC=C3C2C=C1)Br)(F)F (2-[5-(7-Bromo-9,9-difluoro-9H-fluoren-2-yl)-1H-imidazol-2-yl]-pyrrolidine-1-carboxylic acid tert-butyl ester), C(C)(C)(C)OC(=O)N1C2CCC(C1C1=NC3=C(N1)C=C(C=C3)B3OC(C(O3)(C)C)(C)C)C2 (3-[6-(4,4,5,5-Tetramethyl-[1,3,2]dioxaborolan-2-yl)-1H-benzoimidazol-2-yl]-2-aza-bicyclo[2.2.1]heptane-2-carboxylic acid tert-butyl ester), C([O-])([O-])=O.[K+].[K+] (potassium carbonate). The reagents and catalysts are C1=CC=C(C=C1)P([C-]2C=CC=C2)C3=CC=CC=C3.C1=CC=C(C=C1)P([C-]2C=CC=C2)C3=CC=CC=C3.Cl[Pd]Cl.[Fe+2] ([1,1′ bis(diphenylphosphino)ferrocene]dichloropalladium(II)), C=1C=CC(=CC1)[P](C=2C=CC=CC2)(C=3C=CC=CC3)[Pd]([P](C=4C=CC=CC4)(C=5C=CC=CC5)C=6C=CC=CC6)([P](C=7C=CC=CC7)(C=8C=CC=CC8)C=9C=CC=CC9)[P](C=1C=CC=CC1)(C=1C=CC=CC1)C=1C=CC=CC1 (tetrakis(triphenylphosphine)palladium). The solvent is COCCOC (DME), O (water), C(C)(=O)OCC (ethyl acetate). Run at temperature 90 celsius. Product: C(C)(C)(C)OC(=O)N1CCCC1 (pyrrolidine-1-carboxylic acid tert-butyl ester). The yield is 336.2%. Reaction SMILES: [C:1]([O:5][C:6]([N:8]1[CH2:12][CH2:11][CH2:10][CH:9]1C1NC(C2C=CC3C4C(=CC(Br)=CC=4)C(F)(F)C=3C=2)=CN=1)=[O:7])([CH3:4])([CH3:3])[CH3:2].C(OC(N1C(C2NC3C=C(B4OC(C)(C)C(C)(C)O4)C=CC=3N=2)C2CC1CC2)=O)(C)(C)C.C(=O)([O-])[O-].[K+].[K+]>COCCOC.O.C(OCC)(=O)C.C1C=CC(P(C2C=CC=CC=2)[C-]2C=CC=C2)=CC=1.C1C=CC(P(C2C=CC=CC=2)[C-]2C=CC=C2)=CC=1.Cl[Pd]Cl.[Fe+2].C1C=CC([P]([Pd]([P](C2C=CC=CC=2)(C2C=CC=CC=2)C2C=CC=CC=2)([P](C2C=CC=CC=2)(C2C=CC=CC=2)C2C=CC=CC=2)[P](C2C=CC=CC=2)(C2C=CC=CC=2)C2C=CC=CC=2)(C2C=CC=CC=2)C2C=CC=CC=2)=CC=1>[C:1]([O:5][C:6]([N:8]1[CH2:12][CH2:11][CH2:10][CH2:9]1)=[O:7])([CH3:4])([CH3:2])[CH3:3] |f:2.3.4,8.9.10.11,^1:128,130,149,168|. Procedure: A mixture of 2-[5-(7-Bromo-9,9-difluoro-9H-fluoren-2-yl)-1H-imidazol-2-yl]-pyrrolidine-1-carboxylic acid tert-butyl ester (324 mg, 0.627 mmol), 3-[6-(4,4,5,5-Tetramethyl-[1,3,2]dioxaborolan-2-yl)-1H-benzoimidazol-2-yl]-2-aza-bicyclo[2.2.1]heptane-2-carboxylic acid tert-butyl ester (1.1 eq., 304 mg), [1,1′ bis(diphenylphosphino)ferrocene]dichloropalladium(II) (3%, 15 mg), tetrakis(triphenylphosphine)palladium (3%, 22 mg) and potassium carbonate (3.3 eq., 285 mg) in 10 mL DME and 3 mL water was he... Reactants: C(C)(C)(C)OC(=O)N1CC(=CC1)CC(C(=O)O)C(=O)O (2-(1-tert.-butoxycarbonyl-2,5-dihydro-1H-pyrrol-3-yl-methyl)-malonic acid), CN(C)C=O (DMF), O (water), [Cl-].[Na+] (sodium chloride). Conditions: temperature 150 celsius. Product: C(C)(C)(C)OC(=O)N1CC(=CC1)CCC(=O)OC (3-(2-methoxycarbonyl-ethyl)-2,5-dihydropyrrole-1-carboxylic acid tert. butylester). The yield is 92.0%. RXN SMILES: [C:1]([O:5][C:6]([N:8]1[CH2:12][CH:11]=[C:10]([CH2:13][CH:14]([C:18]([OH:20])=[O:19])C(O)=O)[CH2:9]1)=[O:7])([CH3:4])([CH3:3])[CH3:2].O.[Cl-].[Na+].[CH3:24]N(C=O)C>>[C:1]([O:5][C:6]([N:8]1[CH2:12][CH:11]=[C:10]([CH2:13][CH2:14][C:18]([O:20][CH3:24])=[O:19])[CH2:9]1)=[O:7])([CH3:2])([CH3:3])[CH3:4] |f:2.3|. Procedure: To a solution of 4.52 g (14.4 mmol) 2-(1-tert.-butoxycarbonyl-2,5-dihydro-1H-pyrrol-3-yl-methyl)-malonic acid idimethylester n 140 ml DMF were added 1.94 g (108 mmol) water and 1.26 g( 21.6 mmol) sodium chloride. The mixture was degassed and heated to 150° C. for 30 h under an atmosphere of argon. After this period of time no starting material could be detected by TLC. The mixture was cooled to room temperature, diluted with 200 ml ether and washed three times with water, then with brine. The or... Solvent: ClCCl (dichloromethane). Reported procedure: To a stirred solution of Intermediate 1 (29.5 mg, 0.10 mmol) and DIEA (51 μl, 0.30 mmol) in dichloromethane (1 ml) is added benzyl chlorofornate (16 μl, 0.11 mmol). The reaction mixture is stirred at rt for 1 h, 1 N aqueous HCl (2 ml). The aqueous layer is extracted twice with dichloromethane. The combined organic layers are washed with water, saturated NaHCO3 solution, then are concentrated to dryness to afford crude ethyl (2-benzyloxycarbonyl-1,2,3,4-tetrahydro-pyrido[4,3-b]indol-5-yl)-acetate... Product: C(C1=CC=CC=C1)OC(=O)N1CC2=C(N(C=3C=CC=CC23)CC(=O)OCC)CC1 (ethyl (2-benzyloxycarbonyl-1,2,3,4-tetrahydro-pyrido[4,3-b]indol-5-yl)-acetate). RXN SMILES: Cl.[CH2:2]1[C:14]2[C:13]3[CH:12]=[CH:11][CH:10]=[CH:9][C:8]=3[N:7]([CH2:15][C:16]([O:18][CH2:19][CH3:20])=[O:17])[C:6]=2[CH2:5][CH2:4][NH:3]1.CCN([CH:27]([CH3:29])[CH3:28])C(C)C.Cl>ClCCl>[CH2:19]([O:18][C:16]([N:3]1[CH2:4][CH2:5][C:6]2[N:7]([CH2:15][C:16]([O:18][CH2:19][CH3:20])=[O:17])[C:8]3[CH:9]=[CH:10][CH:11]=[CH:12][C:13]=3[C:14]=2[CH2:2]1)=[O:17])[C:28]1[CH:27]=[CH:29][CH:6]=[CH:5][CH:4]=1 |f:0.1|. Reaction conditions: time 1 hour. The reactants are Cl.C1NCCC=2N(C=3C=CC=CC3C21)CC(=O)OCC (Ethyl (1,2,3,4-tetrahydro-pyrido[4,3-b]indol-5-yl)-acetate hydrochloride), CCN(C(C)C)C(C)C (DIEA), Cl (HCl).